This data is from the Open Reaction Database (ORD), a public repository of structured organic reaction records. The task is: describe an organic reaction: reactants, conditions, products, and yield Reactants: C(C)O (ethanol), C(C)(C)(C)OC(NC1=NC=C(C(=C1)C(C1=C(C=CC(=C1)F)F)S(=O)(=O)C1=CC=C(C=C1)Cl)Br)=O (t-butyl[5-bromo-4-[(4-chlorophenylsulfonyl)(2,5-difluorophenyl)methyl]pyridin-2-yl]carbamate), Cl (hydrochloric acid), C([O-])(O)=O.[Na+] (sodium bicarbonate). The solvent is C(C)(=O)OCC (ethyl acetate). Reaction conditions: time 63 hour. Yields the product BrC=1C(=CC(=NC1)N)C(C1=C(C=CC(=C1)F)F)S(=O)(=O)C1=CC=C(C=C1)Cl ([5-Bromo-4-[(4-chlorophenylsulfonyl)(2,5-difluorophenyl)methyl]pyridin-2-yl]amine). Yield: 67.0%. RXN SMILES: C(O)C.C(OC(=O)[NH:10][C:11]1[CH:16]=[C:15]([CH:17]([S:26]([C:29]2[CH:34]=[CH:33][C:32]([Cl:35])=[CH:31][CH:30]=2)(=[O:28])=[O:27])[C:18]2[CH:23]=[C:22]([F:24])[CH:21]=[CH:20][C:19]=2[F:25])[C:14]([Br:36])=[CH:13][N:12]=1)(C)(C)C.Cl.C(=O)(O)[O-].[Na+]>C(OCC)(=O)C>[Br:36][C:14]1[C:15]([CH:17]([S:26]([C:29]2[CH:34]=[CH:33][C:32]([Cl:35])=[CH:31][CH:30]=2)(=[O:28])=[O:27])[C:18]2[CH:23]=[C:22]([F:24])[CH:21]=[CH:20][C:19]=2[F:25])=[CH:16][C:11]([NH2:10])=[N:12][CH:13]=1 |f:3.4|. Procedure: To an ethanol (2 ml) solution of t-butyl[5-bromo-4-[(4-chlorophenylsulfonyl)(2,5-difluorophenyl)methyl]pyridin-2-yl]carbamate (130 mg, 0.227 mmol) was added concentrated hydrochloric acid (2 ml). The resulting mixture was stirred at room temperature for 63 hours. The reaction mixture was concentrated under reduced pressure. To the residue thus obtained was added saturated sodium bicarbonate, followed by extraction with ethyl acetate. The organic layer was washed with brine, dried over magnesium ... The reactants are C=Cc1ccccc1, CO, [H][H], O=[O+][O-]. Product: O=Cc1ccccc1. RXN SMILES: [CH2:1]=[CH:2][c:3]1[cH:4][cH:5][cH:6][cH:7][cH:8]1.[CH3:14][OH:15].[H:12][H:13].[O-:9][O+:10]=[O:11]>>[CH:2]([c:3]1[cH:4][cH:5][cH:6][cH:7][cH:8]1)=[O:9]. Reactants: O1CCC(CC1)CN1C=CC=2C1=NC=C(C2)S(=O)(=O)N (1-((tetrahydro-2H-pyran-4-yl)methyl)-1H-pyrrolo[2,3-b]pyridine-5-sulfonamide), ClN1C(CCC1=O)=O (N-chlorosuccinimide). Run in CC#N (CH3CN). Yields the product ClC1=CN(C2=NC=C(C=C21)S(=O)(=O)N)CC2CCOCC2 (3-chloro-1-((tetrahydro-2H-pyran-4-yl)methyl)-1H-pyrrolo[2,3-b]pyridine-5-sulfonamide). Reaction SMILES: [O:1]1[CH2:6][CH2:5][CH:4]([CH2:7][N:8]2[C:12]3=[N:13][CH:14]=[C:15]([S:17]([NH2:20])(=[O:19])=[O:18])[CH:16]=[C:11]3[CH:10]=[CH:9]2)[CH2:3][CH2:2]1.[Cl:21]N1C(=O)CCC1=O>CC#N>[Cl:21][C:10]1[C:11]2[C:12](=[N:13][CH:14]=[C:15]([S:17]([NH2:20])(=[O:18])=[O:19])[CH:16]=2)[N:8]([CH2:7][CH:4]2[CH2:5][CH2:6][O:1][CH2:2][CH2:3]2)[CH:9]=1. Reported procedure: A mixture of EXAMPLE 388C (0.15 g) and N-chlorosuccinimide (0.081 g) in CH3CN (8 mL) was heated at 90° C. for 16 hours. The solvent was removed, and the residue was purified by flash column chromatography on silica to give the title compound. Reactants: S1C(=CC=C1)C1=CC=C(C(=O)O)C=C1 (4-thiophen-2-yl-benzoic acid), CN(CCN(C=1SC2=C(N1)C=CC(=C2)N)C)C (N*2*-(2-dimethylamino-ethyl)-N*2*-methyl-benzothiazole-2,6-diamine). Yields the product CN(CCN(C=1SC2=C(N1)C=CC(=C2)NC(C2=CC=C(C=C2)C=2SC=CC2)=O)C)C (N-{2-[(2-Dimethylamino-ethyl)-methyl-amino]-benzothiazol-6-yl}-4-thiophen-2-yl-benzamide). As a reaction SMILES: [S:1]1[CH:5]=[CH:4][CH:3]=[C:2]1[C:6]1[CH:14]=[CH:13][C:9]([C:10]([OH:12])=O)=[CH:8][CH:7]=1.[CH3:15][N:16]([CH3:31])[CH2:17][CH2:18][N:19]([CH3:30])[C:20]1[S:21][C:22]2[CH:28]=[C:27]([NH2:29])[CH:26]=[CH:25][C:23]=2[N:24]=1>>[CH3:15][N:16]([CH3:31])[CH2:17][CH2:18][N:19]([CH3:30])[C:20]1[S:21][C:22]2[CH:28]=[C:27]([NH:29][C:10](=[O:12])[C:9]3[CH:8]=[CH:7][C:6]([C:2]4[S:1][CH:5]=[CH:4][CH:3]=4)=[CH:14][CH:13]=3)[CH:26]=[CH:25][C:23]=2[N:24]=1. Reported procedure: The title compound is prepared by following General Method A, using 4-thiophen-2-yl-benzoic acid (0.098 g, 0.48 mmol), and N*2*-(2-dimethylamino-ethyl)-N*2*-methyl-benzothiazole-2,6-diamine (0.10 g, 0.40 mmol) to afford the title compound as a white solid. LC/MS: Retention time=4.37 min; (m/z): calcd for C23H24N4OS2 (M+H)+: 437.6; found: 437.3. Starting materials: Grignard reagent, FC1=CC=2C(C3=CC=CC=C3OC2C=C1)=O (2-fluoroxanthone), [Cl-].[NH4+] (ammonium chloride), [Mg] (magnesium), ClC1CCN(CC1)C (4-chloro-N-methylpiperidine). Yields the product FC1=CC=2C(C3=CC=CC=C3OC2C=C1)(O)C1CCN(CC1)C (2-fluoro-9-(1-methyl-4-piperidyl)-xanthene-9-ol). RXN SMILES: [Mg].Cl[CH:3]1[CH2:8][CH2:7][N:6]([CH3:9])[CH2:5][CH2:4]1.[F:10][C:11]1[CH:24]=[CH:23][C:22]2[O:21][C:20]3[C:15](=[CH:16][CH:17]=[CH:18][CH:19]=3)[C:14](=[O:25])[C:13]=2[CH:12]=1.[Cl-].[NH4+]>>[F:10][C:11]1[CH:24]=[CH:23][C:22]2[O:21][C:20]3[C:15](=[CH:16][CH:17]=[CH:18][CH:19]=3)[C:14]([CH:3]3[CH2:8][CH2:7][N:6]([CH3:9])[CH2:5][CH2:4]3)([OH:25])[C:13]=2[CH:12]=1 |f:3.4|. Reported procedure: The Grignard reagent prepared from 0.53 g. (0.0216 m.) of magnesium and 2.9 g. (0.0216 m.) of 4-chloro-N-methylpiperidine is reacted with 2.3 g. (0.0108 m.) of 2-fluoroxanthone as described in Example 3. The reaction mixture is heated for four hours and then decomposed with saturated ammonium chloride solution to yield 2-fluoro-9-(1-methyl-4-piperidyl)-xanthene-9-ol, m.p. 193°-200° C. Starting materials: ClC1=CC=C(C=C1)SCl (p-chlorophenylsulfenyl chloride), ClC1=CC=C(C=C1)C=1NC(=CC1)C(F)(F)F (2-(p-chlorophenyl)-5-trifluoromethylpyrrole). Run in C(Cl)Cl (methylene chloride), C(Cl)Cl (methylene chloride), C(Cl)Cl (methylene chloride). Run at time 90 minute. Yields the product ethyl acetate hexanes, ClC1=CC=C(C=C1)C=1NC(=CC1SC1=CC=C(C=C1)Cl)C(F)(F)F (2-(p-Chlorophenyl)-3-[(p-chlorophenyl)thio]-5-(trifluoromethyl)pyrrole). The yield is 60.8%. RXN SMILES: [Cl:1][C:2]1[CH:7]=[CH:6][C:5]([S:8]Cl)=[CH:4][CH:3]=1.[Cl:10][C:11]1[CH:16]=[CH:15][C:14]([C:17]2[NH:18][C:19]([C:22]([F:25])([F:24])[F:23])=[CH:20][CH:21]=2)=[CH:13][CH:12]=1>C(Cl)Cl>[Cl:10][C:11]1[CH:12]=[CH:13][C:14]([C:17]2[NH:18][C:19]([C:22]([F:25])([F:23])[F:24])=[CH:20][C:21]=2[S:8][C:5]2[CH:6]=[CH:7][C:2]([Cl:1])=[CH:3][CH:4]=2)=[CH:15][CH:16]=1. Procedure: A solution of p-chlorophenylsulfenyl chloride (0.80 g, 4.48 mmol) in methylene chloride is added dropwise over 20 minutes to a stirred solution of 2-(p-chlorophenyl)-5-trifluoromethylpyrrole (1.0 g, 4.07 mmol) in methylene chloride. The reaction mixture is stirred at room temperature for 90 minutes, diluted with methylene chloride, washed sequentially with water and brine, dried over anhydrous magnesium sulfate and concentrated in vacuo to obtain a residue. Flash column chromatography of the res...